This data is from the Open Reaction Database (ORD), a public repository of structured organic reaction records. The task is: describe an organic reaction: reactants, conditions, products, and yield Reactants: CC(C)(C)[Si](C)(C)OC1CCC(O)CC1, CS(=O)(=O)Cl, ClCCl, O. Yields the product CC(C)(C)[Si](C)(C)OC1CCC(OS(C)(=O)=O)CC1. Reaction SMILES: [C:1]([CH3:2])([CH3:3])([CH3:4])[Si:5]([O:6][CH:7]1[CH2:8][CH2:9][CH:10]([OH:13])[CH2:11][CH2:12]1)([CH3:14])[CH3:15].[CH3:16][S:17]([Cl:18])(=[O:19])=[O:20].[Cl:21][CH2:22][Cl:23].[OH2:24]>>[C:1]([CH3:2])([CH3:3])([CH3:4])[Si:5]([O:6][CH:7]1[CH2:8][CH2:9][CH:10]([O:13][S:17]([CH3:16])(=[O:19])=[O:20])[CH2:11][CH2:12]1)([CH3:14])[CH3:15]. The reactants are BrCCCCCOCCC1=CC=C(C=C1)F (1-[2-[(5-Bromopentyl)oxy]ethyl]-4-fluorobenzene), C(C1=CC=CC=C1)N (benzylamine), Cl (hydrochloric acid). The solvent is O (water). Run at time 3.5 hour. Product: Cl.FC1=CC=C(C=C1)CCOCCCCCNCC1=CC=CC=C1 (N-[5-(2-(4-Fluorophenyl)ethoxy]pentyl]benzenemethanamine hydrochloride). As a reaction SMILES: Br[CH2:2][CH2:3][CH2:4][CH2:5][CH2:6][O:7][CH2:8][CH2:9][C:10]1[CH:15]=[CH:14][C:13]([F:16])=[CH:12][CH:11]=1.[CH2:17]([NH2:24])[C:18]1[CH:23]=[CH:22][CH:21]=[CH:20][CH:19]=1.[ClH:25]>O>[ClH:25].[F:16][C:13]1[CH:14]=[CH:15][C:10]([CH2:9][CH2:8][O:7][CH2:6][CH2:5][CH2:4][CH2:3][CH2:2][NH:24][CH2:17][C:18]2[CH:23]=[CH:22][CH:21]=[CH:20][CH:19]=2)=[CH:11][CH:12]=1 |f:4.5|. Procedure details: 1-[2-[(5-Bromopentyl)oxy]ethyl]-4-fluorobenzene (7.95 g) was added dropwise over 10 min to benzylamine (24 ml) at 125° under nitrogen. The reaction mixture was stirred for 3.5 h at 120° and the hot reaction mixture was poured into 2N aqueous hydrochloric acid (170 ml) and water (220 ml). After stirring for 15 min the precipitate was collected by filtration to give the title compound as a white solid (7.41 g) m.p. 112°. Starting materials: C([O-])([O-])=O.[Na+].[Na+] (sodium carbonate), ClC1=NC(=CC(=N1)Cl)C (2,4-dichloro-6-methylpyrimidine), NC1=CC(=NN1)C (5-amino-3-methyl-1H-pyrazole). Run in C(C)O (ethanol). Conditions: temperature 42 celsius, time 3 day. Yields the product ClC1=NC(=CC(=N1)NC1=NNC(=C1)C)C (2-Chloro-6-methyl-4-(5-methyl-1H-pyrazol-3-ylamino)pyrimidine). Isolated yield 32.9%. Reaction SMILES: C(=O)([O-])[O-].[Na+].[Na+].[Cl:7][C:8]1[N:13]=[C:12](Cl)[CH:11]=[C:10]([CH3:15])[N:9]=1.[NH2:16][C:17]1[NH:21][N:20]=[C:19]([CH3:22])[CH:18]=1>C(O)C>[Cl:7][C:8]1[N:13]=[C:12]([NH:16][C:17]2[CH:18]=[C:19]([CH3:22])[NH:20][N:21]=2)[CH:11]=[C:10]([CH3:15])[N:9]=1 |f:0.1.2|. Reported procedure: Solid sodium carbonate (1.2 g, 11.3 mmol) was added to a solution of 2,4-dichloro-6-methylpyrimidine (1.7 g, 10.3 mmol) and 5-amino-3-methyl-1H-pyrazole (1.0 g, 10.3 mmol) in dry ethanol (50 ml) and the mixture heated and stirred at 42° C. for 3 days. The mixture was allowed to cool, the insoluble material was removed by filtration and the filter pad washed with ethanol (10 ml). The volatiles were removed from the filtrate by evaporation, keeping the bath temperature below 40° C. The residue was... Starting materials: CCOCC (ether), [H-].[Na+] (sodium hydride), C(C)(=O)C=1C=C2C(=CC(=NC2=C(C1O)CCC)C(=O)OCC)NCC (Ethyl 6-acetyl-4-ethylamino-7-hydroxy-8-propylquinoline-2-carboxylate), C(C(=O)OCC)(=O)OCC (diethyl oxalate). Solvent: O (water), Cl (hydrochloric acid), CN(C=O)C (dimethylformamide), Cl (hydrochloric acid). Run at time 72 hour. Yields the product C(C)NC1=CC(=NC2=C(C3=C(C=C12)C(C=C(O3)C(=O)OCC)=O)CCC)C(=O)OCC (Diethyl 6-ethylamino-4-oxo-10-propyl-4H-pyrano[3,2-g]quinoline-2,8-dicarboxylate). Isolated yield 55.0%. RXN SMILES: [C:1]([C:4]1[CH:5]=[C:6]2[C:11](=[C:12]([CH2:15][CH2:16][CH3:17])[C:13]=1[OH:14])[N:10]=[C:9]([C:18]([O:20][CH2:21][CH3:22])=[O:19])[CH:8]=[C:7]2[NH:23][CH2:24][CH3:25])(=[O:3])[CH3:2].[C:26](OCC)(=O)[C:27]([O:29][CH2:30][CH3:31])=[O:28].CCOCC.[H-].[Na+]>CN(C)C=O.Cl.O>[CH2:24]([NH:23][C:7]1[C:6]2[C:11](=[C:12]([CH2:15][CH2:16][CH3:17])[C:13]3[O:14][C:26]([C:27]([O:29][CH2:30][CH3:31])=[O:28])=[CH:2][C:1](=[O:3])[C:4]=3[CH:5]=2)[N:10]=[C:9]([C:18]([O:20][CH2:21][CH3:22])=[O:19])[CH:8]=1)[CH3:25] |f:3.4|. Procedure details: A mixture of the product of step (b) (2.2 g; 6.3953 mmoles) and diethyl oxalate (8.5 g; 58.2191 mole) in dry dimethylformamide (50 ml) was added slowly to a stirred suspension of ether washed sodium hydride (0.38 g, 15.83 mmole) under nitrogen. After the addition, the mixture was allowed to stir under nitrogen for 72 hours. The mixture was poured onto ice, followed by acidification with dilute hydrochloric acid. The pH of the mixture was adjusted to about 7 before extraction into ethyl acetate. ... Reactants: OCC1=C(N=C(N1CC1=CC=C(C=C1)C1=C(C=CC=C1)C1=NN=NN1C(C1=CC=CC=C1)(C1=CC=CC=C1)C1=CC=CC=C1)CCC)C=O (5-hydroxymethyl-2-n-propyl-1-[(2'-(N-triphenylmethyl-(1H-tetrazol-5-yl))biphenyl-4-yl)methyl]imidazole-4-carboxaldehyde), C(C)(=O)OCC (ethyl acetate). The solvent is C1CCOC1 (THF). Conditions: time 8 hour. Product: OCC1=C(N=C(N1CC1=CC=C(C=C1)C1=C(C=CC=C1)C1=NN=NN1C(C1=CC=CC=C1)(C1=CC=CC=C1)C1=CC=CC=C1)CCC)C=C (5-hydroxymethyl-2-n-propyl-1-[(2'-(N-triphenylmethyl-(1H-tetrazol-5-yl))biphenyl-4-yl)methyl]-4-vinyl-imidazole). The yield is 48.0%. As a reaction SMILES: O[CH2:2][C:3]1[N:7]([CH2:8][C:9]2[CH:14]=[CH:13][C:12]([C:15]3[CH:20]=[CH:19][CH:18]=[CH:17][C:16]=3[C:21]3[N:25]([C:26]([C:39]4[CH:44]=[CH:43][CH:42]=[CH:41][CH:40]=4)([C:33]4[CH:38]=[CH:37][CH:36]=[CH:35][CH:34]=4)[C:27]4[CH:32]=[CH:31][CH:30]=[CH:29][CH:28]=4)[N:24]=[N:23][N:22]=3)=[CH:11][CH:10]=2)[C:6]([CH2:45][CH2:46][CH3:47])=[N:5][C:4]=1C=O.C([O:53][CH2:54][CH3:55])(=O)C>C1COCC1>[OH:53][CH2:54][C:55]1[N:7]([CH2:8][C:9]2[CH:10]=[CH:11][C:12]([C:15]3[CH:20]=[CH:19][CH:18]=[CH:17][C:16]=3[C:21]3[N:25]([C:26]([C:27]4[CH:32]=[CH:31][CH:30]=[CH:29][CH:28]=4)([C:39]4[CH:40]=[CH:41][CH:42]=[CH:43][CH:44]=4)[C:33]4[CH:38]=[CH:37][CH:36]=[CH:35][CH:34]=4)[N:24]=[N:23][N:22]=3)=[CH:13][CH:14]=2)[C:6]([CH2:45][CH2:46][CH3:47])=[N:5][C:4]=1[CH:3]=[CH2:2]. Reported procedure: The suspension became a dark yellow solution. Afterwards, a solution of 5-hydroxymethyl-2-n-propyl-1-[(2'-(N-triphenylmethyl-(1H-tetrazol-5-yl))biphenyl-4-yl)methyl]imidazole-4-carboxaldehyde (1.31 g, 2.0 mmol, 1.0 eq) in THF (minimum to dissolve) was added thereto and the resultant light milky yellow solution was stirred overnight at room temperature. The solution was diluted with ethyl acetate and washed with water (3×). The organic layer was dried (MgSO4), the solvent removed in vacuo, and th... Reaction SMILES: [CH2:36]1[O:37][CH2:38][CH2:39][CH2:40]1.[CH3:34][OH:35].[CH:1]1([c:7]2[c:8]3[cH:9][cH:10][c:11]([C:28](=[O:29])[O:30][CH3:31])[cH:12][c:13]3[n:14]3[c:20]2-[c:19]2[c:18]4[n:17]([c:26]([CH3:27])[n:25][c:24]4[cH:23][cH:22][cH:21]2)[CH2:16][CH2:15]3)[CH2:2][CH2:3][CH2:4][CH2:5][CH2:6]1.[ClH:32].[Li+:42].[OH-:41].[OH2:33].[OH2:43]>>[CH:1]1([c:7]2[c:8]3[cH:9][cH:10][c:11]([C:28](=[O:29])[OH:30])[cH:12][c:13]3[n:14]3[c:20]2-[c:19]2[c:18]4[n:17]([c:26]([CH3:27])[n:25][c:24]4[cH:23][cH:22][cH:21]2)[CH2:16][CH2:15]3)[CH2:2][CH2:3][CH2:4][CH2:5][CH2:6]1. Reactants: C1CCOC1, CO, COC(=O)c1ccc2c(C3CCCCC3)c3n(c2c1)CCn1c(C)nc2cccc-3c21, Cl, [Li+], [OH-], O, O. Yields the product Cc1nc2cccc3c2n1CCn1c-3c(C2CCCCC2)c2ccc(C(=O)O)cc21.